This data is from the Open Reaction Database (ORD), a public repository of structured organic reaction records. The task is: describe an organic reaction: reactants, conditions, products, and yield Reactants: C(C1=CC=CC=C1)N1CC(C(C(C1)C)O)C (N-benzyl-4-hydroxy-3,5-dimethylpiperidine), C(C)(=O)OC(C)=O (acetic anhydride), cis- and trans-4-acetoxy-1-benzyl-3,5-dimethylpiperidine. The reagents and catalysts are CN(C)C1=CC=NC=C1 (N,N-dimethyl-4-aminopyridine). Solvent: N1=CC=CC=C1 (pyridine). Conditions: temperature 110 celsius, time 2 hour. The product is C(C)(=O)OC1C(CN(CC1C)CC1=CC=CC=C1)C (4-Acetoxy-1-benzyl-3,5-dimethylpiperidine). As a reaction SMILES: [CH2:1]([N:8]1[CH2:13][CH:12]([CH3:14])[CH:11]([OH:15])[CH:10]([CH3:16])[CH2:9]1)[C:2]1[CH:7]=[CH:6][CH:5]=[CH:4][CH:3]=1.[C:17](OC(=O)C)(=[O:19])[CH3:18]>CN(C1C=CN=CC=1)C.N1C=CC=CC=1>[C:17]([O:15][CH:11]1[CH:12]([CH3:14])[CH2:13][N:8]([CH2:1][C:2]2[CH:3]=[CH:4][CH:5]=[CH:6][CH:7]=2)[CH2:9][CH:10]1[CH3:16])(=[O:19])[CH3:18]. Procedure: A mixture of N-benzyl-4-hydroxy-3,5-dimethylpiperidine (21.9 g, 0.1 mole), acetic anhydride (15.3 g), N,N-dimethyl-4-aminopyridine (0.01 g) and pyridine (100 ml) was stirred at 110° C. for 2 hr. The reaction mixture was concentrated to dryness, triturated with water (50 ml) and extracted with chloroform (2×50 ml). The extract was dried (Na2SO4) and concentrated to dryness to furnish a crude mixture of cis- and trans-4-acetoxy-1-benzyl-3,5-dimethylpiperidine. Yield 16 g (61.3%), C16H23NO2, m/z 26...